This data is from the Open Reaction Database (ORD), a public repository of structured organic reaction records. The task is: describe an organic reaction: reactants, conditions, products, and yield Starting materials: FC1=CC=C(C=C1)B(O)O (4-Fluorophenylboronic acid), ClC=1C=C(C(=O)OCC)C=CN1 (ethyl 2-chloroisonicotinate). The product is FC1=CC=C(C=C1)C=1C=C(C(=O)OCC)C=CN1 (ethyl 2-(4-fluorophenyl)isonicotinate). RXN SMILES: [F:1][C:2]1[CH:7]=[CH:6][C:5](B(O)O)=[CH:4][CH:3]=1.Cl[C:12]1[CH:13]=[C:14]([CH:20]=[CH:21][N:22]=1)[C:15]([O:17][CH2:18][CH3:19])=[O:16]>>[F:1][C:2]1[CH:7]=[CH:6][C:5]([C:12]2[CH:13]=[C:14]([CH:20]=[CH:21][N:22]=2)[C:15]([O:17][CH2:18][CH3:19])=[O:16])=[CH:4][CH:3]=1. Procedure: 4-Fluorophenylboronic acid (166 mg) and ethyl 2-chloroisonicotinate (200 mg) were reacted in the same manner as in Preparation Example 1 to obtain the title compound.